Dataset: the Open Reaction Database (ORD), a public repository of structured organic reaction records. Task: describe an organic reaction: reactants, conditions, products, and yield The reactants are FC(CN=C(NC=1SC=C(N1)CCCCNC(SC)=NC#N)N)(F)F (2-[2-(2,2,2-trifluoroethyl)guanidino]-4-[4-(3-cyano-2-methylisothioureido)butyl]thiazole), CNN (N-methylhydrazine), C(\C=C/C(=O)[O-])(=O)[O-] (maleate). Solvent: CC(=O)C (acetone), CN(C=O)C (dimethylformamide). Yields the product C(\C=C/C(=O)O)(=O)O.C(\C=C/C(=O)O)(=O)O.NC1=NN(C(=N1)NCCCCC=1N=C(SC1)NC(=NCC(F)(F)F)N)C (3-amino-1-methyl-5-[4-(2-[2-(2,2,2-trifluoroethyl)guanidino]thiazol-4-yl)butylamino]-1H-1,2,4-triazole dimaleate). As a reaction SMILES: [F:1][C:2]([F:25])([F:24])[CH2:3][N:4]=[C:5]([NH2:23])[NH:6][C:7]1[S:8][CH:9]=[C:10]([CH2:12][CH2:13][CH2:14][CH2:15][NH:16][C:17](=[N:20][C:21]#[N:22])SC)[N:11]=1.[CH3:26][NH:27][NH2:28].[C:29]([O-:36])(=[O:35])/[CH:30]=[CH:31]\[C:32]([O-:34])=[O:33]>CN(C)C=O.CC(C)=O>[C:29]([OH:36])(=[O:35])/[CH:30]=[CH:31]\[C:32]([OH:34])=[O:33].[C:29]([OH:36])(=[O:35])/[CH:30]=[CH:31]\[C:32]([OH:34])=[O:33].[NH2:22][C:21]1[N:20]=[C:17]([NH:16][CH2:15][CH2:14][CH2:13][CH2:12][C:10]2[N:11]=[C:7]([NH:6][C:5]([NH2:23])=[N:4][CH2:3][C:2]([F:25])([F:24])[F:1])[S:8][CH:9]=2)[N:27]([CH3:26])[N:28]=1 |f:5.6.7|. Procedure details: A mixture of 2-[2-(2,2,2-trifluoroethyl)guanidino]-4-[4-(3-cyano-2-methylisothioureido)butyl]thiazole (0.23 g.) and N-methylhydrazine (0.6 g.) in dimethylformamide (15 ml.) was heated at 40°-45° for 40 hours. The solvent was removed and the residue applied to 2 t.l.c. plates which were developed with chloroform/methanol/ammonia 9:1:0.1 v/v/v. The oil obtained was converted to a maleate in acetone to give 3-amino-1-methyl-5-[4-(2-[2-(2,2,2-trifluoroethyl)guanidino]thiazol-4-yl)butylamino]-1H-1,2,...